describe an organic reaction: reactants, conditions, products, and yield From a dataset of the Open Reaction Database (ORD), a public repository of structured organic reaction records. Reactants: NCCN1CCN(CC1)C1=C(C=CC=C1)OC (1-(2-aminoethyl)-4-(2-methoxyphenyl)-piperazine), C(C)OC=NC1=C(C=2CN(CC2S1)C(=O)OCC)C(=O)OCC (2-ethoxymethyleneamino-3,5-dicarbethoxy-4,6-dihydrothieno[3,2-c]pyrrole). Run in C(C)O (ethanol). Yields the product C(=O)(OCC)N1CC2=C(SC=3N=CN(C(C32)=O)CCN3CCN(CC3)C3=C(C=CC=C3)OC)C1 (3,4,5,7-Tetrahydro-6-carbethoxy-3-[2-(4-(2-methoxyphenyl)-1-piperazinyl)ethyl]pyrrolo[3′,4′:4,5]thieno[2,3-d]pyrimidin-4-one). Yield: 48.7%. Reaction SMILES: [NH2:1][CH2:2][CH2:3][N:4]1[CH2:9][CH2:8][N:7]([C:10]2[CH:15]=[CH:14][CH:13]=[CH:12][C:11]=2[O:16][CH3:17])[CH2:6][CH2:5]1.C(O[CH:21]=[N:22][C:23]1[S:30][C:29]2[CH2:28][N:27]([C:31]([O:33][CH2:34][CH3:35])=[O:32])[CH2:26][C:25]=2[C:24]=1[C:36](OCC)=[O:37])C>C(O)C>[C:31]([N:27]1[CH2:28][C:29]2[S:30][C:23]3[N:22]=[CH:21][N:1]([CH2:2][CH2:3][N:4]4[CH2:5][CH2:6][N:7]([C:10]5[CH:15]=[CH:14][CH:13]=[CH:12][C:11]=5[O:16][CH3:17])[CH2:8][CH2:9]4)[C:36](=[O:37])[C:24]=3[C:25]=2[CH2:26]1)([O:33][CH2:34][CH3:35])=[O:32]. Reported procedure: 1.1 g (4.8 mM) of 1-(2-aminoethyl)-4-(2-methoxyphenyl)-piperazine were added to 1.6 g (4.8 mM) of 2-ethoxymethyleneamino-3,5-dicarbethoxy-4,6-dihydrothieno[3,2-c]pyrrole in 25 ml of ethanol and refluxed for 2 h. The mixture was then concentrated in a rotary evaporator, and the crude product was purified by column chromatography (silica gel, mobile phase methylene chloride/methanol 96/4). After recrystallization from ethyl acetate, 1.1 g (47%) of product were isolated with melting point 153-155° ... Starting materials: COC1=C(NC=CC1=O)C (3-Methoxy-2-methyl-4(1H)-pyridone), P(=O)(Cl)(Cl)Cl (phosphorus oxychloride). Yields the product ClC1=C(C(=NC=C1)C)OC (4-chloro-3-methoxy-2-methylpyridine). As a reaction SMILES: [CH3:1][O:2][C:3]1[C:8](=O)[CH:7]=[CH:6][NH:5][C:4]=1[CH3:10].P(Cl)(Cl)([Cl:13])=O>>[Cl:13][C:8]1[CH:7]=[CH:6][N:5]=[C:4]([CH3:10])[C:3]=1[O:2][CH3:1]. Procedure details: 3-Methoxy-2-methyl-4(1H)-pyridone (5.6 g) was suspended in phosphorus oxychloride (50 ml), refluxed for 10 hours, and concentrated. To the resultant residue was added toluene and the residual phosphorus oxychloride was evaporated under reduced pressure. To the resultant oily substance were added chloroform and water and the chloroform layer was separated. The aqueous layer was made alkaline with potassium carbonate and extracted with chloroform. The chloroform solutions thus obtained were combin...